From a dataset of the Open Reaction Database (ORD), a public repository of structured organic reaction records. describe an organic reaction: reactants, conditions, products, and yield Reactants: [OH-].[Na+] (sodium hydroxide), CNC1=CC(OC1)=O (4-(methylamino)furan-2(5H)-one), S(=O)(=O)(OC)OC (dimethyl sulphate). The solvent is COCCOC (1,2-dimethoxyethane), COCCOC (1,2-dimethoxyethane). Run at temperature 40 celsius, time 5 hour. Product: CN(C1=CC(OC1)=O)C (4-(dimethylamino)furan-2(5H)-one). Yield: 54.1%. RXN SMILES: [CH3:1][NH:2][C:3]1[CH2:7][O:6][C:5](=[O:8])[CH:4]=1.[OH-].[Na+].S(OC)(O[CH3:15])(=O)=O>COCCOC>[CH3:1][N:2]([CH3:15])[C:3]1[CH2:7][O:6][C:5](=[O:8])[CH:4]=1 |f:1.2|. Procedure details: 2 g (0.18 mol) of 4-(methylamino)furan-2(5H)-one are introduced in 20 ml of 1,2-dimethoxyethane, and 0.72 g of sodium hydroxide is added. 2.2 g of dimethyl sulphate in 5 ml of 1,2-dimethoxyethane are metered into the suspension and stirred at 40° C. for 5 h. The solvent is removed in vacuo and 50 ml of water are added to the residue. This mixture is then extracted with 50 ml of dichloromethane. The organic phase is dried over sodium sulphate and then evaporated down in vacuo. 1.2 g of 4-(dimethy... Reactants: ClC=1C=C(C=CC1OC)C (3-Chloro-4-methoxytoluene), BrN1C(CCC1=O)=O (N-bromosuccinimide). Reagents/catalysts: CC(C)(C#N)N=NC(C)(C)C#N (AIBN). Yields the product ClC=1C=C(CBr)C=CC1OC (3-chloro-4-methoxybenzyl bromide). Yield: 104.6%. As a reaction SMILES: [Cl:1][C:2]1[CH:3]=[C:4]([CH3:10])[CH:5]=[CH:6][C:7]=1[O:8][CH3:9].[Br:11]N1C(=O)CCC1=O>CC(N=NC(C#N)(C)C)(C#N)C>[Cl:1][C:2]1[CH:3]=[C:4]([CH:5]=[CH:6][C:7]=1[O:8][CH3:9])[CH2:10][Br:11]. Procedure details: 3-Chloro-4-methoxytoluene 8 (2.6 mL, 19.2 mmol) was dissolved in dichlomethane (30 mL) and N-bromosuccinimide (3.75 g, 21.1 mmol) was added followed by AIBN (36.0 mg). The reaction was heated to reflux for 19 hrs., then cooled to room temperature and the precipitate was filtered off. The filtrate was diluted with dichloromethane and washed with 0.5 M aqueous sodium bicarbonate, followed by water. The organic mixture was dried over sodium sulfate, filtered and concentrated under vacuum to yield 9... Starting materials: CC(C)CC(OC(c1ccccc1)c1ccc(Br)cn1)C(=O)NCC#N, CCOC(C)=O, CCCCCC. Product: CC(C)CC(OC(c1ccccc1)c1ccc(Br)c[n+]1[O-])C(=O)NCC#N. As a reaction SMILES: [Br:1][c:2]1[cH:3][cH:4][c:5]([CH:8]([O:9][CH:10]([C:11](=[O:12])[NH:13][CH2:14][C:15]#[N:16])[CH2:17][CH:18]([CH3:19])[CH3:20])[c:21]2[cH:22][cH:23][cH:24][cH:25][cH:26]2)[n:6][cH:7]1.[CH3:27][CH2:28][O:29][C:30]([CH3:31])=[O:32].[CH3:33][CH2:34][CH2:35][CH2:36][CH2:37][CH3:38]>>[Br:1][c:2]1[cH:3][cH:4][c:5]([CH:8]([O:9][CH:10]([C:11](=[O:12])[NH:13][CH2:14][C:15]#[N:16])[CH2:17][CH:18]([CH3:19])[CH3:20])[c:21]2[cH:22][cH:23][cH:24][cH:25][cH:26]2)[n+:6]([O-:29])[cH:7]1. Starting materials: COc1ccc(CC(C)=O)cc1, O=S(=O)(O)Cl, O. The product is COc1ccc(CC(C)=O)cc1S(=O)(=O)Cl. Reaction SMILES: [CH3:6][O:7][c:8]1[cH:9][cH:10][c:11]([CH2:14][C:15]([CH3:16])=[O:17])[cH:12][cH:13]1.[Cl:1][S:2](=[O:3])(=[O:4])[OH:5].[OH2:18]>>[Cl:1][S:2](=[O:3])(=[O:5])[c:13]1[c:8]([O:7][CH3:6])[cH:9][cH:10][c:11]([CH2:14][C:15]([CH3:16])=[O:17])[cH:12]1. The reactants are COc1ccc(-c2nc3cc(Cl)c(Cl)cc3n2C(=O)OCc2ccccc2)cc1N, O, c1ccncc1, O=S(=O)(Cl)c1cccs1. Yields the product COc1ccc(-c2nc3cc(Cl)c(Cl)cc3n2C(=O)OCc2ccccc2)cc1NS(=O)(=O)c1cccs1. RXN SMILES: [CH2:1]([c:2]1[cH:3][cH:4][cH:5][cH:6][cH:7]1)[O:8][C:9](=[O:10])[n:11]1[c:12](-[c:22]2[cH:23][c:24]([NH2:30])[c:25]([O:28][CH3:29])[cH:26][cH:27]2)[n:13][c:14]2[c:15]1[cH:16][c:17]([Cl:21])[c:18]([Cl:20])[cH:19]2.[OH2:46].[cH:31]1[cH:32][cH:33][n:34][cH:35][cH:36]1.[s:37]1[c:38]([S:42](=[O:43])(=[O:44])[Cl:45])[cH:39][cH:40][cH:41]1>>[CH2:1]([c:2]1[cH:3][cH:4][cH:5][cH:6][cH:7]1)[O:8][C:9](=[O:10])[n:11]1[c:12](-[c:22]2[cH:23][c:24]([NH:30][S:42]([c:38]3[s:37][cH:41][cH:40][cH:39]3)(=[O:43])=[O:44])[c:25]([O:28][CH3:29])[cH:26][cH:27]2)[n:13][c:14]2[c:15]1[cH:16][c:17]([Cl:21])[c:18]([Cl:20])[cH:19]2. Reactants: FC(C(/C=C/C1=CC(=C(C(=O)NC2(CC2)C(NCC(F)(F)F)=O)C=C1)C(F)(F)F)C1=CC(=C(C(=C1)Cl)Cl)Cl)(F)F ((E)-4-(4,4,4-trifluoro-3-(3,4,5-trichlorophenyl)but-1-enyl)-N-(1-(2,2,2-trifluoroethylcarbamoyl)cyclopropyl)-2-(trifluoromethyl)benzamide), P12(=S)SP3(=S)SP(=S)(S1)SP(=S)(S2)S3 (P4S10), C[Si](O[Si](C)(C)C)(C)C (hexamethyldisiloxane), P12(=S)SP3(=S)SP(=S)(S1)SP(=S)(S2)S3 (P4S10), C[Si](O[Si](C)(C)C)(C)C (HMDO). Solvent: C(Cl)Cl (CH2Cl2). Yields the product FC(C(/C=C/C1=CC(=C(C(=O)NC2(CC2)C(NCC(F)(F)F)=S)C=C1)C(F)(F)F)C1=CC(=C(C(=C1)Cl)Cl)Cl)(F)F ((E)-4-(4,4,4-Trifluoro-3-(3,4,5-trichlorophenyl)but-1-enyl)-N-(1-(2,2,2-trifluoroethylcarbamothioyl)cyclopropyl)-2-(trifluoromethyl)benzamide). Isolated yield 36.3%. As a reaction SMILES: [F:1][C:2]([F:40])([F:39])[CH:3]([C:30]1[CH:35]=[C:34]([Cl:36])[C:33]([Cl:37])=[C:32]([Cl:38])[CH:31]=1)/[CH:4]=[CH:5]/[C:6]1[CH:25]=[CH:24][C:9]([C:10]([NH:12][C:13]2([C:16](=O)[NH:17][CH2:18][C:19]([F:22])([F:21])[F:20])[CH2:15][CH2:14]2)=[O:11])=[C:8]([C:26]([F:29])([F:28])[F:27])[CH:7]=1.P12(SP3(SP(SP(S3)(S1)=S)(=S)S2)=S)=[S:42].C[Si](C)(C)O[Si](C)(C)C>C(Cl)Cl>[F:1][C:2]([F:40])([F:39])[CH:3]([C:30]1[CH:35]=[C:34]([Cl:36])[C:33]([Cl:37])=[C:32]([Cl:38])[CH:31]=1)/[CH:4]=[CH:5]/[C:6]1[CH:25]=[CH:24][C:9]([C:10]([NH:12][C:13]2([C:16](=[S:42])[NH:17][CH2:18][C:19]([F:22])([F:21])[F:20])[CH2:15][CH2:14]2)=[O:11])=[C:8]([C:26]([F:29])([F:28])[F:27])[CH:7]=1. Procedure: To a stirred solution of (E)-4-(4,4,4-trifluoro-3-(3,4,5-trichlorophenyl)but-1-enyl)-N-(1-(2,2,2-trifluoroethylcarbamoyl)cyclopropyl)-2-(trifluoromethyl)benzamide (200 mg, 0.31 mmol) in CH2Cl2 (20 mL) was added P4S10 (34 mg, 0.155 mmol) and hexamethyldisiloxane (HMDO, 0.1 mL, 0.517 mmol) and the reaction mixture was refluxed for 4 h. The reaction mixture was cooled to room temperature and another portion of P4S10 (34 mg, 0.155 mmol) and HMDO (0.1 mL, 0.517 mmol) were added and the reaction mixtu... The reactants are BrC=1C=CC2=C(N(C=N2)COCC[Si](C)(C)C)C1 (6-bromo-1-(2-trimethylsilanyl-ethoxymethyl)-1H-benzoimidazole), CN1CCNCC1 (1-methyl-piperazine), CC(C)(C)[O-].[Na+] (NaOtBu). The reagents and catalysts are C1(CCCCC1)P(C1=C(C=CC=C1)C1=C(C=C(C=C1C(C)C)C(C)C)C(C)C)C1CCCCC1 (2-dicyclohexylphosphino-2′,4′,6′-triisopropylbiphenyl). Run in CC(C)(C)O (2-methyl-propan-2-ol). Reaction conditions: temperature 100 celsius. Product: CN1CCN(CC1)C=1C=CC2=C(N(C=N2)COCC[Si](C)(C)C)C1 (6-(4-Methyl-piperazin-1-yl)-1-(2-trimethylsilanyl-ethoxymethyl)-1H-benzoimidazole). The yield is 73.0%. Reaction SMILES: Br[C:2]1[CH:3]=[CH:4][C:5]2[N:9]=[CH:8][N:7]([CH2:10][O:11][CH2:12][CH2:13][Si:14]([CH3:17])([CH3:16])[CH3:15])[C:6]=2[CH:18]=1.[CH3:19][N:20]1[CH2:25][CH2:24][NH:23][CH2:22][CH2:21]1.CC([O-])(C)C.[Na+]>CC(O)(C)C.C1(P(C2CCCCC2)C2C=CC=CC=2C2C(C(C)C)=CC(C(C)C)=CC=2C(C)C)CCCCC1>[CH3:19][N:20]1[CH2:25][CH2:24][N:23]([C:2]2[CH:3]=[CH:4][C:5]3[N:9]=[CH:8][N:7]([CH2:10][O:11][CH2:12][CH2:13][Si:14]([CH3:17])([CH3:16])[CH3:15])[C:6]=3[CH:18]=2)[CH2:22][CH2:21]1 |f:2.3|. Procedure details: (Buchwald coupling): In a microwave reaction vial a suspension of 6-bromo-1-(2-trimethylsilanyl-ethoxymethyl)-1H-benzoimidazole (500 mg, 1.53 mmol), 1-methyl-piperazine (0.203 mL, 1.83 mmol) Pd2(dba)3 (0) (14 mg, 0.015 mmol), 2-dicyclohexylphosphino-2′,4′,6′-triisopropylbiphenyl (36 mg, 0.076 mmol) and NaOtBu (206 mg, 2.14 mmol) in 2-methyl-propan-2-ol (1.5 mL) was degassed with nitrogen. The reaction was heated in a microwave reaction at 100° C. for 1 hour. The mixture was diluted with H2O, aci... Yields the product Cl.Cl.Cl.Cl.C(C)N(CCCN1N=C(C2=CC(=CC(=C12)N)N)N)CC (1-(3-diethylaminopropyl)-3,5,7-triaminoindazole tetrahydrochloride). Reactants: C(C)N(CCCN1N=C(C2=CC(=CC(=C12)N)N)N)CC (1-(3-diethylaminopropyl)-3,5,7-triaminoindazole), Cl (hydrogen chloride), C(C)OCC (diethyl ether). Procedure details: In 20 ml of absolute ethyl alcohol was dissolved 2.0 g of 1-(3-diethylaminopropyl)-3,5,7-triaminoindazole and into the solution was introduced dried hydrogen chloride gas under cooling with ice. To the solution was added anhydrous diethyl ether to separate crystals. Then the crystals were obtained by filtration and dried to give 1-(3-diethylaminopropyl)-3,5,7-triaminoindazole tetrahydrochloride having the following analytical value. As a reaction SMILES: [CH2:1]([N:3]([CH2:19][CH3:20])[CH2:4][CH2:5][CH2:6][N:7]1[C:15]2[C:10](=[CH:11][C:12]([NH2:17])=[CH:13][C:14]=2[NH2:16])[C:9]([NH2:18])=[N:8]1)[CH3:2].[ClH:21].C(OCC)C>C(O)C>[ClH:21].[ClH:21].[ClH:21].[ClH:21].[CH2:19]([N:3]([CH2:1][CH3:2])[CH2:4][CH2:5][CH2:6][N:7]1[C:15]2[C:10](=[CH:11][C:12]([NH2:17])=[CH:13][C:14]=2[NH2:16])[C:9]([NH2:18])=[N:8]1)[CH3:20] |f:4.5.6.7.8|. The solvent is C(C)O (ethyl alcohol).